From a dataset of the Open Reaction Database (ORD), a public repository of structured organic reaction records. describe an organic reaction: reactants, conditions, products, and yield Reactants: COC(C1=CC(=C(C=C1)C)N1C(=NC(=C(C1=O)Cl)OCC1=CC(=CC=C1)OC)C)=O (3-[5-chloro-4-(3-methoxy-benzyloxy)-2-methyl-6-oxo-6H-pyrimidin-1-yl]-4-methyl-benzoic acid methyl ester), [OH-].[Na+] (sodium hydroxide). The solvent is O1CCCC1 (tetrahydrofuran). Run at time 3 hour. Product: ClC1=C(N=C(N(C1=O)C=1C=C(C(=O)O)C=CC1C)C)OCC1=CC(=CC=C1)OC (3-[5-chloro-4-(3-methoxy-benzyloxy)-2-methyl-6-oxo-6H-pyrimidin-1-yl]-4-methyl-benzoic acid). RXN SMILES: C[O:2][C:3](=[O:30])[C:4]1[CH:9]=[CH:8][C:7]([CH3:10])=[C:6]([N:11]2[C:16](=[O:17])[C:15]([Cl:18])=[C:14]([O:19][CH2:20][C:21]3[CH:26]=[CH:25][CH:24]=[C:23]([O:27][CH3:28])[CH:22]=3)[N:13]=[C:12]2[CH3:29])[CH:5]=1.[OH-].[Na+]>O1CCCC1>[Cl:18][C:15]1[C:16](=[O:17])[N:11]([C:6]2[CH:5]=[C:4]([CH:9]=[CH:8][C:7]=2[CH3:10])[C:3]([OH:30])=[O:2])[C:12]([CH3:29])=[N:13][C:14]=1[O:19][CH2:20][C:21]1[CH:26]=[CH:25][CH:24]=[C:23]([O:27][CH3:28])[CH:22]=1 |f:1.2|. Procedure details: To a solution of 3-[5-chloro-4-(3-methoxy-benzyloxy)-2-methyl-6-oxo-6H-pyrimidin-1-yl]-4-methyl-benzoic acid methyl ester from Step B (260 mg, 0.6 mmol) in tetrahydrofuran (1 mL) was added 1N sodium hydroxide (1 mL) and the solution was stirred at ambient temperature for three hours. The solution was concentrated in vacuo and the aqueous residue was acidified to pH=2 using 1M HCl. The solution was extracted with ethyl acetate, washed with water and dried over magnesium sulfate. The slurry was fi... Starting materials: FC(C=1C=C(C(=O)N)C=CC1)(F)F (3-trifluoromethylbenzamide), BrCC(=O)C1=CC=C(C(=O)OCC)C=C1 (ethyl 4-bromoacetylbenzoate). Yields the product FC(C=1C=C(C=CC1)C=1OC=C(N1)C1=CC=C(C(=O)OCC)C=C1)(F)F (ethyl 4-[2-(3-trifluoromethylphenyl)-4-oxazolyl]benzoate). Isolated yield 22.0%. Reaction SMILES: [F:1][C:2]([F:13])([F:12])[C:3]1[CH:4]=[C:5]([CH:9]=[CH:10][CH:11]=1)[C:6]([NH2:8])=[O:7].Br[CH2:15][C:16]([C:18]1[CH:28]=[CH:27][C:21]([C:22]([O:24][CH2:25][CH3:26])=[O:23])=[CH:20][CH:19]=1)=O>>[F:1][C:2]([F:12])([F:13])[C:3]1[CH:4]=[C:5]([C:6]2[O:7][CH:15]=[C:16]([C:18]3[CH:28]=[CH:27][C:21]([C:22]([O:24][CH2:25][CH3:26])=[O:23])=[CH:20][CH:19]=3)[N:8]=2)[CH:9]=[CH:10][CH:11]=1. Reported procedure: In the same manner as in Example 1, 3-trifluoromethylbenzamide was reacted with ethyl 4-bromoacetylbenzoate to obtain ethyl 4-[2-(3-trifluoromethylphenyl)-4-oxazolyl]benzoate. The product was recrystallized from ethanol. Yield: 22%. Pale yellow prisms. Melting Point: 132 to 133° C. Starting materials: CCO, N#CC=Cc1ccc(Cl)c(C(F)(F)F)c1, Cl, NO, [Na+], [Na+], O=C([O-])[O-], O. Product: NC(C=Cc1ccc(Cl)c(C(F)(F)F)c1)=NO. Reaction SMILES: [CH3:26][CH2:27][OH:28].[Cl:1][c:2]1[c:3]([C:12]([F:13])([F:14])[F:15])[cH:4][c:5]([CH:6]=[CH:7][C:8]#[N:9])[cH:10][cH:11]1.[ClH:16].[NH2:17][OH:18].[Na+:19].[Na+:20].[O-:21][C:22](=[O:23])[O-:24].[OH2:25]>>[Cl:1][c:2]1[c:3]([C:12]([F:13])([F:14])[F:15])[cH:4][c:5]([CH:6]=[CH:7][C:8]([NH2:9])=[N:17][OH:18])[cH:10][cH:11]1.